Dataset: the Open Reaction Database (ORD), a public repository of structured organic reaction records. Task: describe an organic reaction: reactants, conditions, products, and yield Starting materials: C[Mg]Br (methylmagnesium bromide), NC1=NC(=NC=C1C=O)SC (4-amino-2-methylsulfanyl-pyrimidine-5-carboxaldehyde), C(C)OCC (diethyl ether), C[Mg]Br (methylmagnesium bromide). Run in O1CCCC1 (tetrahydrofuran). Conditions: time 8 hour. Yields the product NC1=NC(=NC=C1C(C)O)SC (1-(4-Amino-2-methylsulfanyl-pyrimidin-5-yl)-ethanol). The yield is 96.0%. Reaction SMILES: [NH2:1][C:2]1[C:7]([CH:8]=[O:9])=[CH:6][N:5]=[C:4]([S:10][CH3:11])[N:3]=1.[CH3:12][Mg]Br.C(OCC)C>O1CCCC1>[NH2:1][C:2]1[C:7]([CH:8]([OH:9])[CH3:12])=[CH:6][N:5]=[C:4]([S:10][CH3:11])[N:3]=1. Procedure: To a suspension of 5.0 g (29 mmol) 4-amino-2-methylsulfanyl-pyrimidine-5-carboxaldehyde (Example 3) in 150 mL of tetrahydrofuran, cooled by an ice bath, is added during 20 minutes. 23.2 mL of a 3.0 M methylmagnesium bromide solution in diethyl ether (69.4 mmol). After 1 hour at 0° C. another 23.2 mL of the 3.0 M methylmagnesium bromide solution is added, and the suspension is allowed to come to room temperature and stirred overnight. The reaction is quenched with 100 mL of saturated aqueous ammo... The reactants are O=C1CCC(=O)N1Br, ClCCl, CS(=O)(=O)c1ccc(C(CC2CCCC2)C(=O)O)cc1Cl, N#Cc1ccc(-c2cnc(N)cn2)s1, c1ccc(P(c2ccccc2)c2ccccc2)cc1, c1ccncc1. Yields the product CS(=O)(=O)c1ccc(C(CC2CCCC2)C(=O)Nc2cnc(-c3ccc(C#N)s3)cn2)cc1Cl. As a reaction SMILES: [Br:20][N:21]1[C:22](=[O:23])[CH2:24][CH2:25][C:26]1=[O:27].[CH2:69]([Cl:70])[Cl:71].[Cl:28][c:29]1[cH:30][c:31]([CH:39]([C:40](=[O:41])[OH:42])[CH2:43][CH:44]2[CH2:45][CH2:46][CH2:47][CH2:48]2)[cH:32][cH:33][c:34]1[S:35](=[O:36])(=[O:37])[CH3:38].[NH2:49][c:50]1[n:51][cH:52][c:53](-[c:56]2[cH:57][cH:58][c:59]([C:61]#[N:62])[s:60]2)[n:54][cH:55]1.[c:1]1([P:2]([c:3]2[cH:4][cH:5][cH:6][cH:7][cH:8]2)[c:9]2[cH:10][cH:11][cH:12][cH:13][cH:14]2)[cH:15][cH:16][cH:17][cH:18][cH:19]1.[cH:63]1[cH:64][cH:65][n:66][cH:67][cH:68]1>>[Cl:28][c:29]1[cH:30][c:31]([CH:39]([C:40](=[O:42])[NH:49][c:50]2[n:51][cH:52][c:53](-[c:56]3[cH:57][cH:58][c:59]([C:61]#[N:62])[s:60]3)[n:54][cH:55]2)[CH2:43][CH:44]2[CH2:45][CH2:46][CH2:47][CH2:48]2)[cH:32][cH:33][c:34]1[S:35](=[O:36])(=[O:37])[CH3:38]. Procedure: A solution of benzyl(2-{[4-(acetylamino)benzoyl]amino}-6-phenylpyridin-3-yl)carbamate from the previous step (30 mg theoretical, 0.0626 mmol) and MeOH (100 uL) were treated with 10% palladium on carbon (cat) and the reaction was fitted with a hydrogen balloon. After one hour the reaction was diluted with EtOAc, filtered through celite and concentrated to a residue purified via reversed phase HPLC (30-70% MeCN in water with 0.05% TFA) to afford fractions concentrated via sublimation to afford the... RXN SMILES: C(OC(=O)[NH:10][C:11]1[C:12]([NH:23][C:24](=[O:35])[C:25]2[CH:30]=[CH:29][C:28]([NH:31][C:32](=[O:34])[CH3:33])=[CH:27][CH:26]=2)=[N:13][C:14]([C:17]2[CH:22]=[CH:21][CH:20]=[CH:19][CH:18]=2)=[CH:15][CH:16]=1)C1C=CC=CC=1.CO.[H][H]>[Pd].CCOC(C)=O>[C:32]([NH:31][C:28]1[CH:29]=[CH:30][C:25]([C:24]([NH:23][C:12]2[C:11]([NH2:10])=[CH:16][CH:15]=[C:14]([C:17]3[CH:18]=[CH:19][CH:20]=[CH:21][CH:22]=3)[N:13]=2)=[O:35])=[CH:26][CH:27]=1)(=[O:34])[CH3:33]. Reactants: C(C1=CC=CC=C1)OC(NC=1C(=NC(=CC1)C1=CC=CC=C1)NC(C1=CC=C(C=C1)NC(C)=O)=O)=O (benzyl(2-{[4-(acetylamino)benzoyl]amino}-6-phenylpyridin-3-yl)carbamate), CO (MeOH), [H][H] (hydrogen). Run in CCOC(=O)C (EtOAc). Yields the product C(C)(=O)NC1=CC=C(C(=O)NC2=NC(=CC=C2N)C2=CC=CC=C2)C=C1 (4-(Acetylamino)-N-(3-amino-6-phenylpyridin-2-yl)benzamide). The reagents and catalysts are [Pd] (palladium on carbon). Reactants: Cl (hydrochloric acid), NC1=NS(C2=C1C(=CC=C2)O)(=O)=O (3-amino-4-hydroxy-1,2-benzoisothiazole-1,1-dioxide), [OH-].[Na+] (sodium hydroxide), C (charcoal). Solvent: O (water). Yields the product OC1=CC=CC2=C1C(NS2(=O)=O)=O (4-hydroxy-1,2-benzoisothiazol-3(2H)-one-1,1-dioxide). The yield is 92.0%. RXN SMILES: N[C:2]1[C:6]2[C:7]([OH:11])=[CH:8][CH:9]=[CH:10][C:5]=2[S:4](=[O:13])(=[O:12])[N:3]=1.[OH-:14].[Na+].C.Cl>O>[OH:11][C:7]1[C:6]2[C:2](=[O:14])[NH:3][S:4](=[O:13])(=[O:12])[C:5]=2[CH:10]=[CH:9][CH:8]=1 |f:1.2|. Procedure: 5 gm (25.2 mmols) of 3-amino-4-hydroxy-1,2-benzoisothiazole-1,1-dioxide and 2.02 gm (50.5 mmols) of sodium hydroxide were refluxed in 15 ml of water for 6.5 hours. Subsequently, the solution was treated with activated charcoal at 60° C. and filtered. At 60° C. the filtrate was acidified with concentrated aqueous hydrochloric acid (about 5 ml, 0.06 mol). The resulting precipitate was filtered off, dried and recrystallized from water. 4.62 gm (92% of theory) of 4-hydroxy-1,2-benzoisothiazol-3(2H)-...